From a dataset of the Open Reaction Database (ORD), a public repository of structured organic reaction records. describe an organic reaction: reactants, conditions, products, and yield The reactants are N1(C=NC=C1)CC1=C(N(C2=CC=C(C=C12)/C=C/C(=O)OCC1=CC=CC=C1)CCC(=O)OC)C (benzyl (E)-3-[3-(1H-imidazol-1-ylmethyl)-1-(2-methoxycarbonylethyl)-2-methyl-1H-indol-5-yl]-2-propenoate). The reagents and catalysts are [Pd] (palladium on carbon). Run in O1CCCC1 (tetrahydrofuran). Product: C(=O)(O)CCC=1C=C2C(=C(N(C2=CC1)CCC(=O)OC)C)CN1C=NC=C1 (Methyl 5-(2-carboxyethyl)-3-(1H-imidazol-1-ylmethyl)-2-methyl-1H-indole-1-propanoate). RXN SMILES: [N:1]1([CH2:6][C:7]2[C:15]3[C:10](=[CH:11][CH:12]=[C:13](/[CH:16]=[CH:17]/[C:18]([O:20]CC4C=CC=CC=4)=[O:19])[CH:14]=3)[N:9]([CH2:28][CH2:29][C:30]([O:32][CH3:33])=[O:31])[C:8]=2[CH3:34])[CH:5]=[CH:4][N:3]=[CH:2]1>O1CCCC1.[Pd]>[C:18]([CH2:17][CH2:16][C:13]1[CH:14]=[C:15]2[C:10](=[CH:11][CH:12]=1)[N:9]([CH2:28][CH2:29][C:30]([O:32][CH3:33])=[O:31])[C:8]([CH3:34])=[C:7]2[CH2:6][N:1]1[CH:5]=[CH:4][N:3]=[CH:2]1)([OH:20])=[O:19]. Procedure: A solution of benzyl (E)-3-[3-(1H-imidazol-1-ylmethyl)-1-(2-methoxycarbonylethyl)-2-methyl-1H-indol-5-yl]-2-propenoate (2.0 g) in tetrahydrofuran (40 ml) was hydrogenatedat room temperature and 4.5 atm. in the presence of 10% palladium on carbon(0.20 g) until reaction was complete (5 hours). The mixture was filtered and the residue was washed with ethyl acetate. The combined filtrate and washings were evaporated and the residue was triturated with ether to givethe title compound (1.52 g), m.p. 1...